From a dataset of the Open Reaction Database (ORD), a public repository of structured organic reaction records. describe an organic reaction: reactants, conditions, products, and yield Starting materials: CC(=O)O[BH-](OC(C)=O)OC(C)=O, CON(C)C(=O)C1CNCCN1C(=O)OCc1ccccc1, C=O, ClCCCl, [Na+]. Yields the product CON(C)C(=O)C1CN(C)CCN1C(=O)OCc1ccccc1. Reaction SMILES: [C:25]([O:26][BH-:27]([O:28][C:29](=[O:30])[CH3:31])[O:32][C:33](=[O:34])[CH3:35])(=[O:36])[CH3:37].[CH2:1]([c:2]1[cH:3][cH:4][cH:5][cH:6][cH:7]1)[O:8][C:9](=[O:10])[N:11]1[CH:12]([C:17]([N:18]([CH3:19])[O:20][CH3:21])=[O:22])[CH2:13][NH:14][CH2:15][CH2:16]1.[CH2:23]=[O:24].[Cl:39][CH2:40][CH2:41][Cl:42].[Na+:38]>>[CH2:1]([c:2]1[cH:3][cH:4][cH:5][cH:6][cH:7]1)[O:8][C:9](=[O:10])[N:11]1[CH:12]([C:17]([N:18]([CH3:19])[O:20][CH3:21])=[O:22])[CH2:13][N:14]([CH3:25])[CH2:15][CH2:16]1. The reactants are CCOC(=O)C1(CCCc2cccc(Cl)c2)CO1, CCO, [Na+], [OH-]. Product: [Na+], O=C([O-])C1(CCCc2cccc(Cl)c2)CO1. As a reaction SMILES: [CH2:1]([CH3:2])[O:3][C:4](=[O:5])[C:6]1([CH2:9][CH2:10][CH2:11][c:12]2[cH:13][c:14]([Cl:18])[cH:15][cH:16][cH:17]2)[O:7][CH2:8]1.[CH3:21][CH2:22][OH:23].[Na+:20].[OH-:19]>>[Na+:20].[O:3]=[C:4]([O-:5])[C:6]1([CH2:9][CH2:10][CH2:11][c:12]2[cH:13][c:14]([Cl:18])[cH:15][cH:16][cH:17]2)[O:7][CH2:8]1. Reactants: OC1=C(C(CC(C1)C1=C(C(=C(C=C1C)C)N)C)=O)C(CCC)=O (3-hydroxy-5-(3-amino-2,4,6-trimethylphenyl)-2-butyrylcyclohex-2-en-1-one), Cl.C(C)ON (ethoxyamine hydrochloride), ( iv ). Product: C(C)ON=C(CCC)C=1C(CC(CC1O)C1=C(C(=C(C=C1C)C)N)C)=O (2-[1-(Ethoxyimino)butyl]-3-hydroxy-5-(3-amino-2,4,6-trimethylphenyl)cyclohex-2-en-1-one). Reaction SMILES: [OH:1][C:2]1[CH2:7][CH:6]([C:8]2[C:13]([CH3:14])=[CH:12][C:11]([CH3:15])=[C:10]([NH2:16])[C:9]=2[CH3:17])[CH2:5][C:4](=[O:18])[C:3]=1[C:19](=O)[CH2:20][CH2:21][CH3:22].Cl.[CH2:25]([O:27][NH2:28])[CH3:26]>>[CH2:25]([O:27][N:28]=[C:19]([C:3]1[C:4](=[O:18])[CH2:5][CH:6]([C:8]2[C:13]([CH3:14])=[CH:12][C:11]([CH3:15])=[C:10]([NH2:16])[C:9]=2[CH3:17])[CH2:7][C:2]=1[OH:1])[CH2:20][CH2:21][CH3:22])[CH3:26] |f:1.2|. Procedure details: Reaction of 3-hydroxy-5-(3-amino-2,4,6-trimethylphenyl)-2-butyrylcyclohex-2-en-1-one with ethoxyamine hydrochloride following essentially the same procedure as described in Example 1 part (iv) gave 2-[1-(ethoxyimino)butyl]-3-hydroxy-5-(3-amino-2,4,6-trimethylphenyl)cyclohex-2-en-1-one (8) as a pale orange oil. The compound was characterized by its proton magnetic resonance spectrum which is given in Table 5, Example 37. Reactants: [Al+3], CC(C)=C1CCC2(C1)CC(C)C(=O)C(C)C2, [H-], [H-], [H-], [H-], [H-], [Li+]. Product: CC(C)=C1CCC2(C1)CC(C)C(O)C(C)C2. As a reaction SMILES: [Al+3:2].[C:7]([CH3:8])([CH3:9])=[C:10]1[CH2:11][C:12]2([CH2:13][CH2:14]1)[CH2:15][CH:16]([CH3:22])[C:17](=[O:21])[CH:18]([CH3:20])[CH2:19]2.[H-:1].[H-:23].[H-:4].[H-:5].[H-:6].[Li+:3]>>[C:7]([CH3:8])([CH3:9])=[C:10]1[CH2:11][C:12]2([CH2:13][CH2:14]1)[CH2:15][CH:16]([CH3:22])[CH:17]([OH:21])[CH:18]([CH3:20])[CH2:19]2. The reactants are CNC, CCOC(C)=O, O=C(c1ccc(Cl)nc1)N1CCN(S(=O)(=O)c2ccc(C(F)(F)F)cc2)CC1. Yields the product CN(C)c1ccc(C(=O)N2CCN(S(=O)(=O)c3ccc(C(F)(F)F)cc3)CC2)cn1. RXN SMILES: [CH3:29][NH:30][CH3:31].[CH3:32][CH2:33][O:34][C:35]([CH3:36])=[O:37].[Cl:1][c:2]1[cH:3][cH:4][c:5]([C:8](=[O:9])[N:10]2[CH2:11][CH2:12][N:13]([S:16](=[O:17])(=[O:18])[c:19]3[cH:20][cH:21][c:22]([C:25]([F:26])([F:27])[F:28])[cH:23][cH:24]3)[CH2:14][CH2:15]2)[cH:6][n:7]1>>[c:2]1([N:30]([CH3:29])[CH3:31])[cH:3][cH:4][c:5]([C:8](=[O:9])[N:10]2[CH2:11][CH2:12][N:13]([S:16](=[O:17])(=[O:18])[c:19]3[cH:20][cH:21][c:22]([C:25]([F:26])([F:27])[F:28])[cH:23][cH:24]3)[CH2:14][CH2:15]2)[cH:6][n:7]1. Reactants: O=C1C(O)=C(O)[C@H](O1)[C@@H](O)CO (ascorbic acid), CC=1C=2C=C(C=CC2N(C1C=3C=CC(=CC3)O)CC=4C=CC(=CC4)OCCN5CCCCCC5)O.CC(=O)O (bazedoxifene acetate), OC1[C@H](O)[C@@H](O)[C@H](O[C@H]2[C@H](O)[C@@H](O)[C@@H](O)[C@H](O2)CO)[C@H](O1)CO (lactose), C(CCCCCCCCCCCCCCCCC)(=O)[O-].[Mg+2].C(CCCCCCCCCCCCCCCCC)(=O)[O-] (magnesium stearate), AVICEL PH101, cellulose, sodium starch glycolate. Product: CC=1C=2C=C(C=CC2N(C1C=3C=CC(=CC3)O)CC=4C=CC(=CC4)OCCN5CCCCCC5)O (Bazedoxifene). RXN SMILES: [CH3:1][C:2]1[C:3]2[CH:4]=[C:5]([OH:35])[CH:6]=[CH:7][C:8]=2[N:9]([CH2:18][C:19]2[CH:20]=[CH:21][C:22]([O:25][CH2:26][CH2:27][N:28]3[CH2:34][CH2:33][CH2:32][CH2:31][CH2:30][CH2:29]3)=[CH:23][CH:24]=2)[C:10]=1[C:11]1[CH:12]=[CH:13][C:14]([OH:17])=[CH:15][CH:16]=1.CC(O)=O.OC1O[C@H](CO)[C@@H](O[C@@H]2O[C@H](CO)[C@H](O)[C@H](O)[C@H]2O)[C@H](O)[C@H]1O.O=C1O[C@H]([C@H](CO)O)C(O)=C1O.C([O-])(=O)CCCCCCCCCCCCCCCCC.[Mg+2].C([O-])(=O)CCCCCCCCCCCCCCCCC>>[CH3:1][C:2]1[C:3]2[CH:4]=[C:5]([OH:35])[CH:6]=[CH:7][C:8]=2[N:9]([CH2:18][C:19]2[CH:24]=[CH:23][C:22]([O:25][CH2:26][CH2:27][N:28]3[CH2:29][CH2:30][CH2:31][CH2:32][CH2:33][CH2:34]3)=[CH:21][CH:20]=2)[C:10]=1[C:11]1[CH:12]=[CH:13][C:14]([OH:17])=[CH:15][CH:16]=1 |f:0.1,4.5.6|. Reported procedure: The procedure is similar to that of Example 1, except that the amounts of the components used are: bazedoxifene acetate (1,128 g), AVICEL PH101® (microcrystalline cellulose) (4,036 g), lactose NF (fast flow; 4,036 g), ascorbic acid (300 g), sodium starch glycolate (400 g) and magnesium stearate (100 g). Starting materials: O (water), C[Si](N[Si](C)(C)C)(C)C (1,1,1,3,3,3-hexamethyldisilazane), CO (methanol), C(C)(C)(C)OC(=O)N1CC2(CC=3N(C4=CC=CC=C4C3C=3C(OC(C3C3=CN(C4=CC=CC=C34)C)=O)=O)CC2)CCC1 (3-[1-(tert.butoxycarbonyl)-7',9'-dihydrospiro[piperidine-3,8'(6'H)-pyrido[1,2-a]indol]-10'-yl]-4-(1-methyl-3-indolyl)furan-2,5-dione). The solvent is CN(C)C=O (DMF). Conditions: time 16 hour. The product is C(C)(C)(C)OC(=O)N1CC2(CC=3N(C4=CC=CC=C4C3C=3C(NC(C3C3=CN(C4=CC=CC=C34)C)=O)=O)CC2)CCC1 (3-[1-(tert.butoxycarbonyl)-7',9'-dihydrospiro[piperidine-3,8'(6'H)-pyrido[1,2-a]indol]-10'-yl]-4-(1-methyl-3-indolyl)-1H-pyrrole-2,5-dione). Yield: 58.0%. RXN SMILES: C[Si](C)(C)[NH:3][Si](C)(C)C.CO.[C:12]([O:16][C:17]([N:19]1[CH2:53][CH2:52][CH2:51][C:21]2([CH2:50][CH2:49][N:24]3[C:25]4[C:30]([C:31]([C:32]5[C:33](=[O:48])O[C:35](=[O:47])[C:36]=5[C:37]5[C:45]6[C:40](=[CH:41][CH:42]=[CH:43][CH:44]=6)[N:39]([CH3:46])[CH:38]=5)=[C:23]3[CH2:22]2)=[CH:29][CH:28]=[CH:27][CH:26]=4)[CH2:20]1)=[O:18])([CH3:15])([CH3:14])[CH3:13].O>CN(C=O)C>[C:12]([O:16][C:17]([N:19]1[CH2:53][CH2:52][CH2:51][C:21]2([CH2:50][CH2:49][N:24]3[C:25]4[C:30]([C:31]([C:32]5[C:33](=[O:48])[NH:3][C:35](=[O:47])[C:36]=5[C:37]5[C:45]6[C:40](=[CH:41][CH:42]=[CH:43][CH:44]=6)[N:39]([CH3:46])[CH:38]=5)=[C:23]3[CH2:22]2)=[CH:29][CH:28]=[CH:27][CH:26]=4)[CH2:20]1)=[O:18])([CH3:15])([CH3:13])[CH3:14]. Reported procedure: A mixture of 1.08 g of 1,1,1,3,3,3-hexamethyldisilazane and 0.11 g of methanol was added to a solution of 380 mg of 3-[1-(tert.butoxycarbonyl)-7',9'-dihydrospiro[piperidine-3,8'(6'H)-pyrido[1,2-a]indol]-10'-yl]-4-(1-methyl-3-indolyl)furan-2,5-dione in 10 ml of DMF and the mixtue was stirred for 16 hours and subsequently poured into 50 ml of water. The resulting mixture was extracted with dichloromethane and the extracts were washed with sodium chloride solution, dried and concentrated. Chromatog... The reactants are C[Si](C)(C)[N-][Si](C)(C)C, COc1ccc(C(=O)Oc2ccc([N+](=O)[O-])cc2)c2sc(C3CC3)nc12, Cn1ncc(C#N)c1N, [Na+], CN(C)C=O. Product: COc1ccc(C(=O)Nc2c(C#N)cnn2C)c2sc(C3CC3)nc12. Reaction SMILES: [CH3:41][Si:42]([CH3:43])([CH3:44])[N-:45][Si:46]([CH3:47])([CH3:48])[CH3:49].[N+:10]([c:11]1[cH:12][cH:13][c:14]([O:19][C:20](=[O:15])[c:22]2[cH:23][cH:24][c:25]([O:34][CH3:35])[c:26]3[n:27][c:28]([CH:31]4[CH2:32][CH2:33]4)[s:29][c:30]23)[cH:16][cH:17]1)([O-:18])=[O:21].[NH2:1][c:2]1[c:3]([C:8]#[N:9])[cH:4][n:5][n:6]1[CH3:7].[Na+:50].[O:36]=[CH:37][N:38]([CH3:39])[CH3:40]>>[NH:1]([c:2]1[c:3]([C:8]#[N:9])[cH:4][n:5][n:6]1[CH3:7])[C:20](=[O:19])[c:22]1[cH:23][cH:24][c:25]([O:34][CH3:35])[c:26]2[n:27][c:28]([CH:31]3[CH2:32][CH2:33]3)[s:29][c:30]12. The reactants are CSC1=NC=CC(=N1)C=1C=NNC1 (2-(methylthio)-4-(1H-pyrazol-4-yl)pyrimidine), COC1=CC=C(CCl)C=C1 (4-methoxybenzylchloride). The solvent is ClCCl (dichloromethane), O (H2O). Reaction conditions: time 8 hour. Yields the product COC1=CC=C(CN2N=CC(=C2)C2=NC(=NC=C2)SC)C=C1 (4-(1-(4-methoxybenzyl)-1H-pyrazol-4-yl)-2-(methylthio)pyrimidine). Reaction SMILES: [CH3:1][S:2][C:3]1[N:8]=[C:7]([C:9]2[CH:10]=[N:11][NH:12][CH:13]=2)[CH:6]=[CH:5][N:4]=1.[CH3:14][O:15][C:16]1[CH:23]=[CH:22][C:19]([CH2:20]Cl)=[CH:18][CH:17]=1>ClCCl.O>[CH3:14][O:15][C:16]1[CH:23]=[CH:22][C:19]([CH2:20][N:12]2[CH:13]=[C:9]([C:7]3[CH:6]=[CH:5][N:4]=[C:3]([S:2][CH3:1])[N:8]=3)[CH:10]=[N:11]2)=[CH:18][CH:17]=1. Procedure: To a solution of 2-(methylthio)-4-(1H-pyrazol-4-yl)pyrimidine (200 mg, 1 mmol) in dichloromethane (3 mL) and H2O (1 mL) was added 4-methoxybenzylchloride (200 mg, 1.28 mmol) at 0° C. The mixture was stirred at R1 overnight. The organic layer was separated, washed with brine and concentrated in vacuo to give crude 4-(1-(4-methoxybenzyl)-1H-pyrazol-4-yl)-2-(methylthio)pyrimidine. 1H NMR (300 MHz, DMSO-d6) δ 8.58 (s, 1H), 8.50, (d, J=5.4 Hz, 1H), 8.16 (s, 1H), 7.40 (d, J=5.4 Hz, 1H), 7.27 (d, J=8.4...